From a dataset of the Open Reaction Database (ORD), a public repository of structured organic reaction records. describe an organic reaction: reactants, conditions, products, and yield The reactants are CN1N(C2=CC(=CC=C2C1=O)C(=O)OC)C(=O)OCC (1-ethyl 6-methyl 2-methyl-3-oxo-2,3-dihydro-1H-indazole-1,6-dicarboxylate), CN1N(C2=CC(=CC=C2C1=O)C(=O)OC)C(=O)OCC (1-ethyl 6-methyl 2-methyl-3-oxo-2,3-dihydro-1H-indazole-1,6-dicarboxylate), [OH-].[K+] (potassium hydroxide). The solvent is C(C)O (ethanol). Procedure details: To a suspension of 1-ethyl 6-methyl 2-methyl-3-oxo-2,3-dihydro-1H-indazole-1,6-dicarboxylate (formed in Step 3 of Intermediate 28) (514 mg, 1.85 mmol) in ethanol (6 mL) was added 1 N aqueous potassium hydroxide (18.5 mL, 18.5 mmol). The reaction was heated to 65° C. for 1.5 hours. The reaction was cooled to room temperature and concentrated to dryness. The residue was taken up in water and acidified with 1 N aqueous hydrochloric acid until a precipitate formed. The solid was collected by filtrat... Product: CN1NC2=CC(=CC=C2C1=O)C(=O)O (2-methyl-3-oxo-2,3-dihydro-1H-indazole-6-carboxylic acid). Yield: 55.1%. As a reaction SMILES: [CH3:1][N:2]1[C:10](=[O:11])[C:9]2[C:4](=[CH:5][C:6]([C:12]([O:14]C)=[O:13])=[CH:7][CH:8]=2)[N:3]1C(OCC)=O.[OH-].[K+]>C(O)C>[CH3:1][N:2]1[C:10](=[O:11])[C:9]2[C:4](=[CH:5][C:6]([C:12]([OH:14])=[O:13])=[CH:7][CH:8]=2)[NH:3]1 |f:1.2|. Run at temperature 65 celsius. Starting materials: C(C)OC(CCCCCCN(S(=O)(=O)C)CCOC1=CC(=CC(=C1)Cl)Cl)=O (7-{[2-(3,5-dichloro-phenoxy)-ethyl]-methanesulfonyl-amino}-heptanoic acid ethyl ester), [OH-].[Na+] (NaOH), CO (MeOH). Solvent: C(Cl)Cl (CH2Cl2). Product: ClC=1C=C(OCCN(CCCCCCC(=O)O)S(=O)(=O)C)C=C(C1)Cl (7-{[2-(3,5-Dichloro-phenoxy)-ethyl]-methanesulfonyl-amino}-heptanoic acid). Reaction SMILES: C([O:3][C:4](=[O:27])[CH2:5][CH2:6][CH2:7][CH2:8][CH2:9][CH2:10][N:11]([CH2:16][CH2:17][O:18][C:19]1[CH:24]=[C:23]([Cl:25])[CH:22]=[C:21]([Cl:26])[CH:20]=1)[S:12]([CH3:15])(=[O:14])=[O:13])C.[OH-].[Na+].CO>C(Cl)Cl>[Cl:26][C:21]1[CH:20]=[C:19]([CH:24]=[C:23]([Cl:25])[CH:22]=1)[O:18][CH2:17][CH2:16][N:11]([S:12]([CH3:15])(=[O:13])=[O:14])[CH2:10][CH2:9][CH2:8][CH2:7][CH2:6][CH2:5][C:4]([OH:27])=[O:3] |f:1.2|. Procedure details: The title compound was prepared from 7-{[2-(3,5-dichloro-phenoxy)-ethyl]-methanesulfonyl-amino}-heptanoic acid ethyl ester using the procedure described in Step B of Example 1 with 2N NaOH. Purification by flash chromatography (1% MeOH in CH2Cl2) provided the title acid. 1HNMR (400 MHz, CDCl3) δ 6.95 (m, 1H), MeOH in CH2Cl2) provided the title acid. 1HNMR (400 MHz, CDCl3) δ 6.95 (m, 1H), 6.75 (m, 2H), 4.07 (t, 2H), 3.56 (t, 2H), 3.23 (t, 2H), 2.86 (s, 3H), 2.33 (t, 2H), 1.61 (m, 4H), 1.33 (m, 4H... Reactants: [Cl-].O1CCOC2=C1C=CC=C2[N+]2=CC=C(C=C2)C(N)=O (1-(1,4-Benzodioxan-5-yl)-4-carbamoylpyridinium chloride), C(=O)[O-].[NH4+] (Ammonium formate). The reagents and catalysts are [Pd] (palladium-on-carbon). Solvent: CO (methanol). Yields the product O1CCOC2=C1C=CC=C2N2CCC(CC2)C(=O)N (1-(1,4-benzodioxan-5-yl) piperidine-4-carboxamide). Isolated yield 70.9%. Reaction SMILES: [Cl-].[O:2]1[C:7]2[CH:8]=[CH:9][CH:10]=[C:11]([N+:12]3[CH:17]=[CH:16][C:15]([C:18](=[O:20])[NH2:19])=[CH:14][CH:13]=3)[C:6]=2[O:5][CH2:4][CH2:3]1.C([O-])=O.[NH4+]>[Pd].CO>[O:2]1[C:7]2[CH:8]=[CH:9][CH:10]=[C:11]([N:12]3[CH2:17][CH2:16][CH:15]([C:18]([NH2:19])=[O:20])[CH2:14][CH2:13]3)[C:6]=2[O:5][CH2:4][CH2:3]1 |f:0.1,2.3|. Procedure details: 1-(1,4-Benzodioxan-5-yl)-4-carbamoylpyridinium chloride (2.0 g) was added to 10% palladium-on-carbon catalyst (1.8 g) under nitrogen. Ammonium formate (3.5 g) was added and the resulting mixture was stirred while methanol (35 ml) was added dropwise. The resulting mixture was heated under reflux for 3.5 hours. Ammonium formate which crystallised in the condenser was washed back in with methanol (35 ml). The mixture was cooled and filtered (Celite) under nitrogen. The filtrate was basified by the ... Reactants: CS(C)=O, CC(C)N1CCNCC1, COc1ccc(-c2ccc(Cl)nc2)cc1, Cl, O. The product is COc1ccc(-c2ccc(N3CCN(C(C)C)CC3)nc2)cc1. As a reaction SMILES: [CH3:16][S:17]([CH3:18])=[O:19].[CH:20]([CH3:21])([CH3:22])[N:23]1[CH2:24][CH2:25][NH:26][CH2:27][CH2:28]1.[Cl:1][c:2]1[n:3][cH:4][c:5](-[c:8]2[cH:9][cH:10][c:11]([O:14][CH3:15])[cH:12][cH:13]2)[cH:6][cH:7]1.[ClH:29].[OH2:30]>>[c:2]1([N:26]2[CH2:25][CH2:24][N:23]([CH:20]([CH3:21])[CH3:22])[CH2:28][CH2:27]2)[n:3][cH:4][c:5](-[c:8]2[cH:9][cH:10][c:11]([O:14][CH3:15])[cH:12][cH:13]2)[cH:6][cH:7]1. Starting materials: C(CO)O (ethane-1,2-diol), O.C1(=CC=C(C=C1)S(=O)(=O)O)C (toluene-4-sulfonic acid monohydrate), [N+](=O)([O-])C=1SC=CC1C=O (2-Nitro-thiophene-3-carbaldehyde), C([O-])(O)=O.[Na+] (sodium bicarbonate). The solvent is C1(=CC=CC=C1)C (toluene). Run at time 2.5 hour. The product is [N+](=O)([O-])C=1SC=CC1C1OCCO1 (2-(2-Nitro-thiophen-3-yl)-[1,3]dioxolane). Isolated yield 65.0%. As a reaction SMILES: [N+:1]([C:4]1[S:5][CH:6]=[CH:7][C:8]=1[CH:9]=[O:10])([O-:3])=[O:2].[CH2:11](O)[CH2:12][OH:13].O.C1(C)C=CC(S(O)(=O)=O)=CC=1.C(=O)(O)[O-].[Na+]>C1(C)C=CC=CC=1>[N+:1]([C:4]1[S:5][CH:6]=[CH:7][C:8]=1[CH:9]1[O:13][CH2:12][CH2:11][O:10]1)([O-:3])=[O:2] |f:2.3,4.5|. Procedure: 2-Nitro-thiophene-3-carbaldehyde described in Preparation Example T-2 (367 mg, 2.33 mmol), ethane-1,2-diol (651 μl, 11.7 mmol) and toluene-4-sulfonic acid monohydrate (40 mg, 0.233 mmol) were dissolved in toluene (8 mL), and the solution was stirred for 2.5 hours under reflux. An aqueous solution of saturated sodium bicarbonate was added to the reaction solution at 0° C., which was then extracted with ethyl acetate, the organic layer was washed with brine, and the organic layer was dried over an...